Dataset: the Open Reaction Database (ORD), a public repository of structured organic reaction records. Task: describe an organic reaction: reactants, conditions, products, and yield Starting materials: FC1=C(OC(C(=O)O)CC)C=CC=C1 ((2RS)-2-(2-fluorophenoxy)butyric acid), [Si](C)(C)(C(C)(C)C)O[C@@H]1C=C2C=C[C@@H]([C@@H]([C@H]2[C@H](C1)O)CC[C@@H]1C[C@H](CC(O1)=O)O[Si](C)(C)C(C)(C)C)C ((4R,6R)-6-{(1S,2S,6S,8S,8aR)-2-[1,2,6,7,8,8a-hexahydro-6-t-butyldimethylsilyloxy-8-hydroxy-2-methyl-1-naphthyl]ethyl}tetrahydro-4-t-butyldimethylsilyloxy-2H-pyran-2-one). The product is [Si](C)(C)(C(C)(C)C)O[C@@H]1C=C2C=C[C@@H]([C@@H]([C@H]2[C@H](C1)OC(C(CC)OC1=C(C=CC=C1)F)=O)CC[C@@H]1C[C@H](CC(O1)=O)O[Si](C)(C)C(C)(C)C)C ((4R,6R)-6-([1S,2S,6S,8S,8aR]-2-{1,2,6,7,8,8a-Hexahydro-6-t-butyldimethylsilyloxy-8-[(2RS)-2-(2-fluorophenoxy)butyryloxy]-2-methyl-1-naphthyl}ethyl)tetrahydro-4-t-butyldimethylsilyloxy-2H-pyran-2-one). Isolated yield 98.0%. As a reaction SMILES: [F:1][C:2]1[CH:14]=[CH:13][CH:12]=[CH:11][C:3]=1[O:4][CH:5]([CH2:9][CH3:10])[C:6]([OH:8])=[O:7].[Si:15]([O:22][C@H:23]1[CH2:32][C@H:31](O)[C@H:30]2[C:25]([CH:26]=[CH:27][C@H:28]([CH3:51])[C@@H:29]2[CH2:34][CH2:35][C@H:36]2[O:41][C:40](=[O:42])[CH2:39][C@H:38]([O:43][Si:44]([C:47]([CH3:50])([CH3:49])[CH3:48])([CH3:46])[CH3:45])[CH2:37]2)=[CH:24]1)([C:18]([CH3:21])([CH3:20])[CH3:19])([CH3:17])[CH3:16]>>[Si:15]([O:22][C@H:23]1[CH2:32][C@H:31]([O:7][C:6](=[O:8])[CH:5]([O:4][C:3]2[CH:11]=[CH:12][CH:13]=[CH:14][C:2]=2[F:1])[CH2:9][CH3:10])[C@H:30]2[C:25]([CH:26]=[CH:27][C@H:28]([CH3:51])[C@@H:29]2[CH2:34][CH2:35][C@H:36]2[O:41][C:40](=[O:42])[CH2:39][C@H:38]([O:43][Si:44]([C:47]([CH3:50])([CH3:49])[CH3:48])([CH3:45])[CH3:46])[CH2:37]2)=[CH:24]1)([C:18]([CH3:19])([CH3:20])[CH3:21])([CH3:17])[CH3:16]. Procedure details: A procedure similar to that described in Example 1, above, was followed, but using 0.72 g of (2RS)-2-(2-fluorophenoxy)butyric acid and 1.0 g of (4R,6R)-6-{(1S,2S,6S,8S,8aR)-2-[1,2,6,7,8,8a-hexahydro-6-t-butyldimethylsilyloxy-8-hydroxy-2-methyl-1-naphthyl]ethyl}tetrahydro-4-t-butyldimethylsilyloxy-2H-pyran-2-one [prepared as described in Example B, above], to give 1.30 g of the title compound as a colorless foam. Reactants: BrC=1C=C2C(CCOC2=CC1)O (6-bromochroman-4-ol), O.C1(=CC=C(C=C1)S(=O)(=O)O)C (p-toluenesulfonic acid monohydrate), C([O-])(O)=O.[Na+] (sodium bicarbonate), ice. Run in C1(=CC=CC=C1)C (toluene). Reaction conditions: temperature 50 celsius. The product is BrC=1C=C2C=CCOC2=CC1 (6-Bromo-2H-chromene). Yield: 133.4%. Reaction SMILES: [Br:1][C:2]1[CH:3]=[C:4]2[C:9](=[CH:10][CH:11]=1)[O:8][CH2:7][CH2:6][CH:5]2O.O.C1(C)C=CC(S(O)(=O)=O)=CC=1.C(=O)(O)[O-].[Na+]>C1(C)C=CC=CC=1>[Br:1][C:2]1[CH:3]=[C:4]2[C:9](=[CH:10][CH:11]=1)[O:8][CH2:7][CH:6]=[CH:5]2 |f:1.2,3.4|. Procedure: To a solution of 6-bromochroman-4-ol (3.98 kg, 17.4 mol) in toluene (18 L) add p-toluenesulfonic acid monohydrate (95 g, 499.42 mmol) at room temperature. Attach a Dean-Stark trap and reflux for 3 hr. and 50 min. Allow the mixture to cool to 50° C. in air and pour into saturated aqueous sodium bicarbonate (10 L) and ice (about 3 kg) with stirring. Separate the two layers. Back extract the aqueous layer with methyl tert-butyl ether (4 L). Wash the organic layer with saturated sodium bicarbonate (... Starting materials: CC1=C(SC(=C1)C1=CC=C(C=C1)C(F)(F)F)C=O (3-methyl-5-[4-(trifluoromethyl)phenyl]thiophene-2-carbaldehyde), FC(C1=CC=C(C=C1)C1=CC(=CS1)C(C)O)(F)F (1-{5-[4-(trifluoromethyl)phenyl]thien-3-yl}ethanol), FC(C1=CC=C(C=C1)C1=CC(=CS1)C(C)O)(F)F (1-{5-[4-(trifluoromethyl)phenyl]thien-3-yl}ethanol), C[Mg]Br (methyl magnesium bromide), CC1=C(SC(=C1)C1=CC=C(C=C1)C(F)(F)F)C=O (3-methyl-5-[4-(trifluoromethyl)phenyl]thiophene-2-carbaldehyde). Yields the product CC1=C(SC(=C1)C1=CC=C(C=C1)C(F)(F)F)C(C)O (1-{3-methyl-5-[4-(trifluoromethyl)phenyl]thien-2-yl}ethanol). RXN SMILES: [F:1][C:2]([F:18])([F:17])[C:3]1[CH:8]=[CH:7][C:6]([C:9]2[S:13][CH:12]=[C:11]([CH:14](O)C)[CH:10]=2)=[CH:5][CH:4]=1.CC1C=C(C2C=CC(C(F)(F)F)=CC=2)S[C:21]=1[CH:35]=[O:36].C[Mg]Br>>[CH3:14][C:11]1[CH:10]=[C:9]([C:6]2[CH:5]=[CH:4][C:3]([C:2]([F:1])([F:17])[F:18])=[CH:8][CH:7]=2)[S:13][C:12]=1[CH:35]([OH:36])[CH3:21]. Procedure: The title compound was prepared using a method analogous to that used for the preparation of 1-{5-[4-(trifluoromethyl)phenyl]thien-3-yl}ethanol (intermediate 126) using 3-methyl-5-[4-(trifluoromethyl)phenyl]thiophene-2-carbaldehyde (intermediate 74) and methyl magnesium bromide.